Dataset: the Open Reaction Database (ORD), a public repository of structured organic reaction records. Task: describe an organic reaction: reactants, conditions, products, and yield The reactants are [Br-], O=C(Cl)Oc1ccc(Oc2ccc(C(F)(F)F)cc2)cc1, [K+], C1COC(CN2CCNCC2)C1. Yields the product O=C(Oc1ccc(Oc2ccc(C(F)(F)F)cc2)cc1)N1CCN(CC2CCCO2)CC1, Cl. As a reaction SMILES: [Br-:34].[Cl:1][C:2](=[O:3])[O:4][c:5]1[cH:6][cH:7][c:8]([O:11][c:12]2[cH:13][cH:14][c:15]([C:18]([F:19])([F:20])[F:21])[cH:16][cH:17]2)[cH:9][cH:10]1.[K+:35].[O:22]1[CH:23]([CH2:27][N:28]2[CH2:29][CH2:30][NH:31][CH2:32][CH2:33]2)[CH2:24][CH2:25][CH2:26]1>>[C:2](=[O:3])([O:4][c:5]1[cH:6][cH:7][c:8]([O:11][c:12]2[cH:13][cH:14][c:15]([C:18]([F:19])([F:20])[F:21])[cH:16][cH:17]2)[cH:9][cH:10]1)[N:31]1[CH2:30][CH2:29][N:28]([CH2:27][CH:23]2[O:22][CH2:26][CH2:25][CH2:24]2)[CH2:33][CH2:32]1.[ClH:1]. Reactants: Cl.C1(CC1)COC1=C(C=C(C=C1)OC)C=1C2=C(N=CN1)C(=C(N2)C)C(=O)N[C@H]2[C@@H](CNCC2)O (4-[2-(cyclopropylmethoxy)-5-methoxyphenyl]-N-[(3R*,4R*)-3-hydroxypiperidin-4-yl]-6-methyl-5H-pyrrolo[3,2-d]pyrimidine-7-carboxamide hydrochloride), COCC(=O)Cl (methoxy-acetyl chloride). Product: C1(CC1)COC1=C(C=C(C=C1)OC)C=1C2=C(N=CN1)C(=C(N2)C)C(=O)N[C@H]2[C@@H](CN(CC2)C(COC)=O)O (4-[2-(Cyclopropylmethoxy)-5-methoxyphenyl]-N-[(3R*,4R*)-3-hydroxy-1-(methoxyacetyl)piperidin-4-yl]-6-methyl-5H-pyrrolo[3,2-d]pyrimidine-7-carboxamide). As a reaction SMILES: Cl.[CH:2]1([CH2:5][O:6][C:7]2[CH:12]=[CH:11][C:10]([O:13][CH3:14])=[CH:9][C:8]=2[C:15]2[C:16]3[NH:23][C:22]([CH3:24])=[C:21]([C:25]([NH:27][C@@H:28]4[CH2:33][CH2:32][NH:31][CH2:30][C@H:29]4[OH:34])=[O:26])[C:17]=3[N:18]=[CH:19][N:20]=2)[CH2:4][CH2:3]1.[CH3:35][O:36][CH2:37][C:38](Cl)=[O:39]>>[CH:2]1([CH2:5][O:6][C:7]2[CH:12]=[CH:11][C:10]([O:13][CH3:14])=[CH:9][C:8]=2[C:15]2[C:16]3[NH:23][C:22]([CH3:24])=[C:21]([C:25]([NH:27][C@@H:28]4[CH2:33][CH2:32][N:31]([C:38](=[O:39])[CH2:37][O:36][CH3:35])[CH2:30][C@H:29]4[OH:34])=[O:26])[C:17]=3[N:18]=[CH:19][N:20]=2)[CH2:4][CH2:3]1 |f:0.1|. Procedure: Starting from 4-[2-(cyclopropylmethoxy)-5-methoxyphenyl]-N-[(3R*,4R*)-3-hydroxypiperidin-4-yl]-6-methyl-5H-pyrrolo[3,2-d]pyrimidine-7-carboxamide hydrochloride (example D.f27) and commercially available methoxy-acetyl chloride the title compound is obtained as colorless solid. Starting materials: C(C)(C)(C)[SiH2]OC(C1=C(C(=NN1C)C1=CC=C(C=C1)C(F)(F)F)C)(C)C (5-(tert-butyl-dimethyl-silanyloxymethyl)-1,4-dimethyl-3-(4-trifluoromethyl-phenyl)-1H-pyrazole), [F-].C(CCC)[N+](CCCC)(CCCC)CCCC (tetrabutylammonium fluoride). The solvent is C1CCOC1 (THF). The product is CN1N=C(C(=C1CO)C)C1=CC=C(C=C1)C(F)(F)F ([2,4-dimethyl-5-(4-trifluoromethyl-phenyl)-2H-pyrazol-3-yl]-methanol). RXN SMILES: C([SiH2][O:6][C:7](C)(C)[C:8]1[N:12]([CH3:13])[N:11]=[C:10]([C:14]2[CH:19]=[CH:18][C:17]([C:20]([F:23])([F:22])[F:21])=[CH:16][CH:15]=2)[C:9]=1[CH3:24])(C)(C)C.[F-].C([N+](CCCC)(CCCC)CCCC)CCC>C1COCC1>[CH3:13][N:12]1[C:8]([CH2:7][OH:6])=[C:9]([CH3:24])[C:10]([C:14]2[CH:19]=[CH:18][C:17]([C:20]([F:21])([F:23])[F:22])=[CH:16][CH:15]=2)=[N:11]1 |f:1.2|. Procedure: In analogy to the procedure described for example 2 e], 5-(tert-butyl-dimethyl-silanyloxymethyl)-1,4-dimethyl-3-(4-trifluoromethyl-phenyl)-1H-pyrazole was treated with tetrabutylammonium fluoride in THF to yield [2,4-dimethyl-5-(4-trifluoromethyl-phenyl)-2H-pyrazol-3-yl]-methanol as yellow oil. The reactants are O=[Ag], CC(C)(C)OC(=O)CCC(CO)NC(=O)OCc1ccccc1, CI, CC#N. The product is COCC(CCC(=O)OC(C)(C)C)NC(=O)OCc1ccccc1. Reaction SMILES: [Ag:29]=[O:30].[CH2:1]([c:2]1[cH:3][cH:4][cH:5][cH:6][cH:7]1)[O:8][C:9](=[O:10])[NH:11][CH:12]([CH2:13][CH2:14][C:15](=[O:16])[O:17][C:18]([CH3:19])([CH3:20])[CH3:21])[CH2:22][OH:23].[CH3:24][I:25].[CH3:26][C:27]#[N:28]>>[CH2:1]([c:2]1[cH:3][cH:4][cH:5][cH:6][cH:7]1)[O:8][C:9](=[O:10])[NH:11][CH:12]([CH2:13][CH2:14][C:15](=[O:16])[O:17][C:18]([CH3:19])([CH3:20])[CH3:21])[CH2:22][O:23][CH3:24]. Yields the product O=C1c2cn(-c3c(Cl)cc(C(F)(F)F)cc3Cl)nc2C(F)C1F. As a reaction SMILES: [CH3:27][C:28](=[O:29])[OH:30].[Cl:1][c:2]1[c:3](-[n:13]2[n:14][c:15]3[c:16]([cH:17]2)[CH2:18][CH:19]([F:22])[CH:20]3[F:21])[c:4]([Cl:12])[cH:5][c:6]([C:8]([F:9])([F:10])[F:11])[cH:7]1.[O:23]=[Cr:24](=[O:25])=[O:26]>>[Cl:1][c:2]1[c:3](-[n:13]2[n:14][c:15]3[c:16]([cH:17]2)[C:18](=[O:23])[CH:19]([F:22])[CH:20]3[F:21])[c:4]([Cl:12])[cH:5][c:6]([C:8]([F:9])([F:10])[F:11])[cH:7]1. The reactants are CC(=O)O, FC1Cc2cn(-c3c(Cl)cc(C(F)(F)F)cc3Cl)nc2C1F, O=[Cr](=O)=O. The reactants are O=C1NC=2C(=NC=3C=CC(=CC3C2)OCCCC(=O)O)N1 (4-[(2,3-dihydro-2-oxo-1H-imidazo[4,5-b]quinolin-7-yl)oxy]butyric acid), C1(=CC=CC=C1)N1CCNCC1 (4-phenylpiperazine). Solvent: CN(C=O)C (dimethylformamide). Yields the product O=C1NC=2C(=NC=3C=CC(=CC3C2)OCCCC(=O)N2CCN(CC2)C2=CC=CC=C2)N1 (1-[4-[(2,3-Dihydro-2-oxo-1H-imidazo[4,5-b]quinolin-7-yl)oxy]-1-oxobutyl]-4-phenylpiperazine). As a reaction SMILES: [O:1]=[C:2]1[NH:21][C:5]2=[N:6][C:7]3[CH:8]=[CH:9][C:10]([O:14][CH2:15][CH2:16][CH2:17][C:18]([OH:20])=O)=[CH:11][C:12]=3[CH:13]=[C:4]2[NH:3]1.[C:22]1([N:28]2[CH2:33][CH2:32][NH:31][CH2:30][CH2:29]2)[CH:27]=[CH:26][CH:25]=[CH:24][CH:23]=1>CN(C)C=O>[O:1]=[C:2]1[NH:21][C:5]2=[N:6][C:7]3[CH:8]=[CH:9][C:10]([O:14][CH2:15][CH2:16][CH2:17][C:18]([N:31]4[CH2:32][CH2:33][N:28]([C:22]5[CH:27]=[CH:26][CH:25]=[CH:24][CH:23]=5)[CH2:29][CH2:30]4)=[O:20])=[CH:11][C:12]=3[CH:13]=[C:4]2[NH:3]1. Procedure details: This compound, m.p. 277°-279° C., obtained as a dimethylformamide solvate was prepared analogous to Example 15 from 4-[(2,3-dihydro-2-oxo-1H-imidazo[4,5-b]quinolin-7-yl)oxy]butyric acid and 4-phenylpiperazine. Starting materials: BrC=1C=C(C(=O)OC)C=CC1CN(C)C (methyl 3-bromo-4-[(dimethylamino)methyl]benzoate), COC=1C=CC2=C(SC(=C2)C2=CC=C(C=C2)OCCN2CCCC2)C1 (6-methoxy-2-[4-[2-(1-pyrrolidinyl)ethoxy]phenyl]benzo[b]thiophene). Yields the product COC=1C=CC2=C(SC(=C2C(=O)C2=CC(=C(C=C2)CN(C)C)Br)C2=CC=C(C=C2)OCCN2CCCC2)C1 (3-Bromo-4-[(dimethylamino)methyl]phenyl 6-Methoxy-2-[4-[2-(1-pyrrolidinyl)ethoxy]phenyl]benzo[b]thiophen-3-yl Ketone). The yield is 66.0%. Reaction SMILES: [Br:1][C:2]1[CH:3]=[C:4]([CH:9]=[CH:10][C:11]=1[CH2:12][N:13]([CH3:15])[CH3:14])[C:5]([O:7]C)=O.[CH3:16][O:17][C:18]1[CH:19]=[CH:20][C:21]2[CH:25]=[C:24]([C:26]3[CH:31]=[CH:30][C:29]([O:32][CH2:33][CH2:34][N:35]4[CH2:39][CH2:38][CH2:37][CH2:36]4)=[CH:28][CH:27]=3)[S:23][C:22]=2[CH:40]=1>>[CH3:16][O:17][C:18]1[CH:19]=[CH:20][C:21]2[C:25]([C:5]([C:4]3[CH:9]=[CH:10][C:11]([CH2:12][N:13]([CH3:15])[CH3:14])=[C:2]([Br:1])[CH:3]=3)=[O:7])=[C:24]([C:26]3[CH:27]=[CH:28][C:29]([O:32][CH2:33][CH2:34][N:35]4[CH2:39][CH2:38][CH2:37][CH2:36]4)=[CH:30][CH:31]=3)[S:23][C:22]=2[CH:40]=1. Reported procedure: By essentially following the procedure used to prepare Example 137, Part C, the title compound was prepared from methyl 3-bromo-4-[(dimethylamino)methyl]benzoate (Part A) and 6-methoxy-2-[4-[2-(1-pyrrolidinyl)ethoxy]phenyl]benzo[b]thiophene (Example 1, Part B) in 66% yield. The reactants are CC(C)(C)OC(=O)N1CCC(=O)CC1, CCOP(=O)(CC=Cc1ccccc1)OCC, C1CCOC1, C[Si](C)(C)[N-][Si](C)(C)C, [Li+]. Product: CC(C)(C)OC(=O)N1CCC(=CC=Cc2ccccc2)CC1. Reaction SMILES: [C:28](=[O:29])([O:30][C:31]([CH3:32])([CH3:33])[CH3:34])[N:35]1[CH2:36][CH2:37][C:38](=[O:41])[CH2:39][CH2:40]1.[CH2:11]([CH:12]=[CH:13][c:14]1[cH:15][cH:16][cH:17][cH:18][cH:19]1)[P:20](=[O:21])([O:22][CH2:23][CH3:24])[O:25][CH2:26][CH3:27].[CH2:42]1[O:43][CH2:44][CH2:45][CH2:46]1.[CH3:1][Si:2]([N-:3][Si:4]([CH3:5])([CH3:6])[CH3:7])([CH3:8])[CH3:9].[Li+:10]>>[CH:11]([CH:12]=[CH:13][c:14]1[cH:15][cH:16][cH:17][cH:18][cH:19]1)=[C:38]1[CH2:37][CH2:36][N:35]([C:28](=[O:29])[O:30][C:31]([CH3:32])([CH3:33])[CH3:34])[CH2:40][CH2:39]1. The reactants are Cc1cc(Br)cc2c(-c3cccc(F)c3)nn(C(c3ccccc3)(c3ccccc3)c3ccccc3)c12, N=C(c1ccccc1)c1ccccc1, CCOC(C)=O, Cc1ccccc1, O, c1ccc(P(c2ccccc2)c2ccc3ccccc3c2-c2c(P(c3ccccc3)c3ccccc3)ccc3ccccc23)cc1. Product: Cc1cc(N)cc2c(-c3cccc(F)c3)nn(C(c3ccccc3)(c3ccccc3)c3ccccc3)c12. Reaction SMILES: [Br:1][c:2]1[cH:3][c:4]2[c:5](-[c:31]3[cH:32][c:33]([F:37])[cH:34][cH:35][cH:36]3)[n:6][n:7]([C:12]([c:13]3[cH:14][cH:15][cH:16][cH:17][cH:18]3)([c:19]3[cH:20][cH:21][cH:22][cH:23][cH:24]3)[c:25]3[cH:26][cH:27][cH:28][cH:29][cH:30]3)[c:8]2[c:9]([CH3:11])[cH:10]1.[C:38]([c:39]1[cH:40][cH:41][cH:42][cH:43][cH:44]1)([c:45]1[cH:46][cH:47][cH:48][cH:49][cH:50]1)=[NH:51].[CH3:106][CH2:107][O:108][C:109](=[O:110])[CH3:111].[CH3:98][c:99]1[cH:100][cH:101][cH:102][cH:103][cH:104]1.[OH2:105].[c:52]1([P:53]([c:54]2[cH:55][cH:56][cH:57][cH:58][cH:59]2)[c:60]2[cH:61][cH:62][c:63]3[c:64]([cH:65][cH:66][cH:67][cH:68]3)[c:69]2-[c:70]2[c:71]3[c:72]([cH:73][cH:74][cH:75][cH:76]3)[cH:77][cH:78][c:79]2[P:80]([c:81]2[cH:82][cH:83][cH:84][cH:85][cH:86]2)[c:87]2[cH:88][cH:89][cH:90][cH:91][cH:92]2)[cH:93][cH:94][cH:95][cH:96][cH:97]1>>[c:2]1([NH2:51])[cH:3][c:4]2[c:5](-[c:31]3[cH:32][c:33]([F:37])[cH:34][cH:35][cH:36]3)[n:6][n:7]([C:12]([c:13]3[cH:14][cH:15][cH:16][cH:17][cH:18]3)([c:19]3[cH:20][cH:21][cH:22][cH:23][cH:24]3)[c:25]3[cH:26][cH:27][cH:28][cH:29][cH:30]3)[c:8]2[c:9]([CH3:11])[cH:10]1. Reactants: CC(C)(C)OC(=O)N1CCCC1C(O)C(Cc1ccccc1)N(Cc1ccccc1)Cc1ccccc1, CO, [H][H], [OH-], [OH-], [Pd+2]. Yields the product CC(C)(C)OC(=O)N1CCCC1C(O)C(N)Cc1ccccc1. Reaction SMILES: [C:1]([CH3:2])([CH3:3])([CH3:4])[O:5][C:6](=[O:7])[N:8]1[CH:9]([CH:13]([CH:14]([CH2:15][c:16]2[cH:17][cH:18][cH:19][cH:20][cH:21]2)[N:22]([CH2:23][c:24]2[cH:25][cH:26][cH:27][cH:28][cH:29]2)[CH2:30][c:31]2[cH:32][cH:33][cH:34][cH:35][cH:36]2)[OH:37])[CH2:10][CH2:11][CH2:12]1.[CH3:40][OH:41].[H:38][H:39].[OH-:42].[OH-:44].[Pd+2:43]>>[C:1]([CH3:2])([CH3:3])([CH3:4])[O:5][C:6](=[O:7])[N:8]1[CH:9]([CH:13]([CH:14]([CH2:15][c:16]2[cH:17][cH:18][cH:19][cH:20][cH:21]2)[NH2:22])[OH:37])[CH2:10][CH2:11][CH2:12]1.